This data is from the Open Reaction Database (ORD), a public repository of structured organic reaction records. The task is: describe an organic reaction: reactants, conditions, products, and yield The reactants are C(C)(=O)N1C(C(C2=CC=C(C=C12)C(=O)OC)=C(C1=CC=CC=C1)OCC)=O (1-acetyl-3-(1-ethoxy-1-phenylmethylene)-6-methoxycarbonyl-2-indolinone), CN(C)CC1=CC=C(N)C=C1 (4-(dimethylaminomethyl)-aniline). Product: CN(C)CC1=CC=C(N\C(\C2=CC=CC=C2)=C\2/C(NC3=CC(=CC=C23)C(=O)OC)=O)C=C1 (3-Z-[1-(4-(dimethylaminomethyl)-anilino)-1-phenyl-methylene]-6-methoxycarbonyl-2-indolinone). Reaction SMILES: C([N:4]1[C:12]2[C:7](=[CH:8][CH:9]=[C:10]([C:13]([O:15][CH3:16])=[O:14])[CH:11]=2)[C:6](=[C:17](OCC)[C:18]2[CH:23]=[CH:22][CH:21]=[CH:20][CH:19]=2)[C:5]1=[O:27])(=O)C.[CH3:28][N:29]([CH2:31][C:32]1[CH:38]=[CH:37][C:35]([NH2:36])=[CH:34][CH:33]=1)[CH3:30]>>[CH3:30][N:29]([CH2:31][C:32]1[CH:38]=[CH:37][C:35]([NH:36]/[C:17](=[C:6]2\[C:5](=[O:27])[NH:4][C:12]3[C:7]\2=[CH:8][CH:9]=[C:10]([C:13]([O:15][CH3:16])=[O:14])[CH:11]=3)/[C:18]2[CH:23]=[CH:22][CH:21]=[CH:20][CH:19]=2)=[CH:34][CH:33]=1)[CH3:28]. Reported procedure: Prepared from 1-acetyl-3-(1-ethoxy-1-phenylmethylene)-6-methoxycarbonyl-2-indolinone and 4-(dimethylaminomethyl)-aniline Rf value: 0.6 (silica gel, methylene chloride/methanol=5:1) C26H25N3O3 The reactants are ClC(Cl)Cl, O=C1NCCN1CCO, O=S(Cl)Cl. Product: O=C1NCCN1CCCl. Reaction SMILES: [CH:14]([Cl:15])([Cl:16])[Cl:17].[OH:1][CH2:2][CH2:3][N:4]1[C:5](=[O:9])[NH:6][CH2:7][CH2:8]1.[S:10]([Cl:11])([Cl:12])=[O:13]>>[CH2:2]([CH2:3][N:4]1[C:5](=[O:9])[NH:6][CH2:7][CH2:8]1)[Cl:12].